Task: describe an organic reaction: reactants, conditions, products, and yield. Dataset: the Open Reaction Database (ORD), a public repository of structured organic reaction records The reactants are COc1cc2c(=O)[nH]cnc2cc1OCCSC, CN(C)C=O, O=S(Cl)Cl. The product is COc1cc2c(Cl)ncnc2cc1OCCSC. RXN SMILES: [CH3:1][O:2][c:3]1[cH:4][c:5]2[c:6](=[O:18])[nH:7][cH:8][n:9][c:10]2[cH:11][c:12]1[O:13][CH2:14][CH2:15][S:16][CH3:17].[O:23]=[CH:24][N:25]([CH3:26])[CH3:27].[S:19]([Cl:20])([Cl:21])=[O:22]>>[CH3:1][O:2][c:3]1[cH:4][c:5]2[c:6]([Cl:21])[n:7][cH:8][n:9][c:10]2[cH:11][c:12]1[O:13][CH2:14][CH2:15][S:16][CH3:17].